From a dataset of the Open Reaction Database (ORD), a public repository of structured organic reaction records. describe an organic reaction: reactants, conditions, products, and yield Reactants: Cl.S1C(=CC=C1)CCNC1CC2=CC=CC(=C2CC1)OC (2-[N-2(2-Thienyl)ethylamino]-5-methoxytetralin hydrochloride), B(Br)(Br)Br (boron tribromide), [NH4+].[OH-] (NH4OH). The solvent is ClCCl (dichloromethane). Conditions: time 1 hour. Yields the product S1C(=CC=C1)CCNC1CC2=CC=CC(=C2CC1)O (2-[N-2-(2-Thienyl)ethylamino]-5-hydroxytetralin). The yield is 24.4%. As a reaction SMILES: Cl.[S:2]1[CH:6]=[CH:5][CH:4]=[C:3]1[CH2:7][CH2:8][NH:9][CH:10]1[CH2:19][CH2:18][C:17]2[C:12](=[CH:13][CH:14]=[CH:15][C:16]=2[O:20]C)[CH2:11]1.B(Br)(Br)Br.[NH4+].[OH-]>ClCCl>[S:2]1[CH:6]=[CH:5][CH:4]=[C:3]1[CH2:7][CH2:8][NH:9][CH:10]1[CH2:19][CH2:18][C:17]2[C:12](=[CH:13][CH:14]=[CH:15][C:16]=2[OH:20])[CH2:11]1 |f:0.1,3.4|. Procedure: To a solution of 4.95 g (0.015 mol) of the product of Step 3 in dry dichloromethane was added 80 mL of boron tribromide under N2. The mixture was stirred 1 hour at room temperature then poured over NH4OH and ice. The organic layer was separated and dried over MgSO4, and concentrated to yield 1.0 g of product: NMR (CDCl3)δ7.2-6.6(6H,m), 3.1-2.8(7H,m), 2.7-2.5(2H,m), 2.15(1H,m), 1.65(1H,m). Reactants: C(CN)N (ethylene diamine), C(CN)N (EDA), C1(CCCCCO1)=O (ε-caprolactone), C1(CCCCCO1)=O (ε-caprolactone). Run in O (water). Conditions: temperature 20 celsius, time 15 hour. The product is OCCCCCC(=O)NCCNC(=O)CCCCCO (HO—(CH2)5—CONH—(CH2)2—NHCO—(CH2)5—OH). RXN SMILES: [CH2:1]([NH2:4])[CH2:2][NH2:3].[C:5]1(=[O:12])[O:11][CH2:10][CH2:9][CH2:8][CH2:7][CH2:6]1>O>[OH:11][CH2:10][CH2:9][CH2:8][CH2:7][CH2:6][C:5]([NH:3][CH2:2][CH2:1][NH:4][C:10]([CH2:9][CH2:8][CH2:7][CH2:6][CH2:5][OH:12])=[O:11])=[O:12]. Procedure details: C2C monomer is prepared by reacting 1.2 kg ethylene diamine (EDA) with 4.56 kg of ε-caprolactone under a nitrogen blanket in a stainless steel reactor equipped with an agitator and a cooling water jacket. An exothermic condensation reaction between the ε-caprolactone and the EDA occurs which causes the temperature to rise gradually to 80 degrees Celsius (° C.). A white deposit forms and the reactor contents solidify, at which point the stirring is stopped. The reactor contents are then cooled to... The reactants are BrC1=C(C=CC=C1)C1(CCC1)C(=O)Cl (1-(2-Bromophenyl)cyclobutanecarbonyl chloride), C(C1=CC=CC=C1)OC1=C(C=C(CCN)C=C1)OC (4-benzyloxy-3-methoxy phenethylamine), P(=O)(Cl)(Cl)Cl (Phosphorus oxychloride), N (ammonia), [OH-].[K+] (potassium hydroxide). The solvent is C(C)(=O)OCC (ethyl acetate), O1CCCC1 (tetrahydrofuran), C(C)N(CC)CC (triethylamine), C(C)#N (acetonitrile), O (water). Reaction conditions: time 2 day. The product is C(C1=CC=CC=C1)OC1=C(C=C2CCN=C(C2=C1)C1(CCC1)C1=C(C=CC=C1)Br)OC (7-benzyloxy-1-[1-(2-bromophenyl)cyclobutyl]-6-methoxy-3,4,-dihydroisoquinoline). Reaction SMILES: [Br:1][C:2]1[CH:7]=[CH:6][CH:5]=[CH:4][C:3]=1[C:8]1([C:12](Cl)=O)[CH2:11][CH2:10][CH2:9]1.[CH2:15]([O:22][C:23]1[CH:31]=[CH:30][C:26]([CH2:27][CH2:28][NH2:29])=[CH:25][C:24]=1[O:32][CH3:33])[C:16]1[CH:21]=[CH:20][CH:19]=[CH:18][CH:17]=1.[OH-].[K+].P(Cl)(Cl)(Cl)=O.N>C(OCC)(=O)C.O1CCCC1.C(#N)C.O.C(N(CC)CC)C>[CH2:15]([O:22][C:23]1[CH:31]=[C:30]2[C:26]([CH2:27][CH2:28][N:29]=[C:12]2[C:8]2([C:3]3[CH:4]=[CH:5][CH:6]=[CH:7][C:2]=3[Br:1])[CH2:9][CH2:10][CH2:11]2)=[CH:25][C:24]=1[O:32][CH3:33])[C:16]1[CH:21]=[CH:20][CH:19]=[CH:18][CH:17]=1 |f:2.3|. Reported procedure: 1-(2-Bromophenyl)cyclobutanecarbonyl chloride (9.4 g) was added to a solution of 4-benzyloxy-3-methoxy phenethylamine (8 g) and triethylamine (3.15 g) in ethyl acetate (50 ml) and tetrahydrofuran (50 ml). The mixture was stirred for two days, 2M aqueous potassium hydroxide solution (50 ml) added and the mixture stirred for 20 minutes. The aqueous layer was separated and extracted with ethyl acetate. The extract was washed with 1M hydrochloric acid and brine and yielded an oil which was dissolved... Yields the product N(=C=O)C=1C=C(C=CC1)CC(=O)OC (methyl 3-isocyanatophenylacetate). Procedure: Methyl 3-isocyanatophenylacetate is prepared as follows: at a temperature in the vicinity of -20° C. and under argon, 8.25 g of methyl 3-aminophenylacetate in solution in 100 cm3 of toluene are added to a suspension of 1 g of charcoal and 6 cm3 of diphosgene in 70 cm3 of toluene. The reaction mixture is stirred and maintained at -20° C. for 15 minutes, then, after returning to a temperature in the vicinity of 20° C., heated under reflux for 2 hours and 30 minutes. The mixture is then degassed by... Run in C1(=CC=CC=C1)C (toluene), C1(=CC=CC=C1)C (toluene). Reactants: NC=1C=C(C=CC1)CC(=O)OC (methyl 3-aminophenylacetate), C (charcoal), O=C(OC(Cl)(Cl)Cl)Cl (diphosgene). As a reaction SMILES: [NH2:1][C:2]1[CH:3]=[C:4]([CH2:8][C:9]([O:11][CH3:12])=[O:10])[CH:5]=[CH:6][CH:7]=1.C.[O:14]=[C:15](Cl)OC(Cl)(Cl)Cl>C1(C)C=CC=CC=1>[N:1]([C:2]1[CH:3]=[C:4]([CH2:8][C:9]([O:11][CH3:12])=[O:10])[CH:5]=[CH:6][CH:7]=1)=[C:15]=[O:14]. Run at temperature -20 celsius. Reactants: CSC=1S\C(\C(N1)=O)=C/C=1C=C2C=CC=NC2=CC1 (2-methylsulfanyl-5-[1-quinolin-6-yl-meth-(Z)-ylidene]-thiazol-4-one), S1C(=CC=C1)CCN (2-thiophen-2-yl-ethylamine), CCN(C(C)C)C(C)C (DIEA). Yields the product S1C(=CC=C1)CCNC=1S\C(\C(N1)=O)=C/C=1C=C2C=CC=NC2=CC1 (2-(2-thiophen-2-yl-ethylamino)-5-[1-quinolin-6-yl-meth-(Z)-ylidene]-thiazol-4-one). RXN SMILES: CS[C:3]1[S:4]/[C:5](=[CH:9]\[C:10]2[CH:11]=[C:12]3[C:17](=[CH:18][CH:19]=2)[N:16]=[CH:15][CH:14]=[CH:13]3)/[C:6](=[O:8])[N:7]=1.[S:20]1[CH:24]=[CH:23][CH:22]=[C:21]1[CH2:25][CH2:26][NH2:27].CCN(C(C)C)C(C)C>>[S:20]1[CH:24]=[CH:23][CH:22]=[C:21]1[CH2:25][CH2:26][NH:27][C:3]1[S:4]/[C:5](=[CH:9]\[C:10]2[CH:11]=[C:12]3[C:17](=[CH:18][CH:19]=2)[N:16]=[CH:15][CH:14]=[CH:13]3)/[C:6](=[O:8])[N:7]=1. Procedure details: Similar procedure as described in example 1b was used, starting from 2-methylsulfanyl-5-[1-quinolin-6-yl-meth-(Z)-ylidene]-thiazol-4-one, 2-thiophen-2-yl-ethylamine and DIEA to give 2-(2-thiophen-2-yl-ethylamino)-5-[1-quinolin-6-yl-meth-(Z)-ylidene]-thiazol-4-one. LC-MS m/e 366 (MH+). The reactants are O=C(O)C=Cc1ccc(C(F)(F)F)nc1CCc1ccccc1, COc1nc(OC)nc([N+]2(C)CCOCC2)n1, [Cl-], Cl, CS(=O)(=O)Nc1c(F)cc(CN)cc1C(F)(F)F, O. The product is CS(=O)(=O)Nc1c(F)cc(CNC(=O)C=Cc2ccc(C(F)(F)F)nc2CCc2ccccc2)cc1C(F)(F)F. RXN SMILES: [CH2:39]([CH2:40][c:41]1[cH:42][cH:43][cH:44][cH:45][cH:46]1)[c:47]1[n:48][c:49]([C:58]([F:59])([F:60])[F:61])[cH:50][cH:51][c:52]1[CH:53]=[CH:54][C:55](=[O:56])[OH:57].[CH3:22][O:23][c:24]1[n:25][c:26]([O:27][CH3:28])[n:29][c:30]([N+:31]2([CH3:32])[CH2:33][CH2:34][O:35][CH2:36][CH2:37]2)[n:38]1.[Cl-:21].[ClH:19].[NH2:1][CH2:2][c:3]1[cH:4][c:5]([F:18])[c:6]([NH:13][S:14](=[O:15])(=[O:16])[CH3:17])[c:7]([C:9]([F:10])([F:11])[F:12])[cH:8]1.[OH2:20]>>[NH:1]([CH2:2][c:3]1[cH:4][c:5]([F:18])[c:6]([NH:13][S:14](=[O:15])(=[O:16])[CH3:17])[c:7]([C:9]([F:10])([F:11])[F:12])[cH:8]1)[C:55]([CH:54]=[CH:53][c:52]1[c:47]([CH2:39][CH2:40][c:41]2[cH:42][cH:43][cH:44][cH:45][cH:46]2)[n:48][c:49]([C:58]([F:59])([F:60])[F:61])[cH:50][cH:51]1)=[O:56]. Starting materials: N(=[N+]=[N-])C=1C(NC2=CC=CC=C2C1C1=CC=CC=C1)=O (3-azido-4-phenylcarbostyril). RXN SMILES: [N:1]([C:4]1[C:5](=[O:20])[NH:6][C:7]2[C:12]([C:13]=1[C:14]1[CH:19]=[CH:18][CH:17]=[CH:16][CH:15]=1)=[CH:11][CH:10]=[CH:9][CH:8]=2)=[N+]=[N-]>C1(C)C=CC=CC=1>[CH:11]1[CH:10]=[CH:9][CH:8]=[C:7]2[C:12]=1[C:13]1[C:14]3[CH:19]=[CH:18][CH:17]=[CH:16][C:15]=3[NH:1][C:4]=1[C:5](=[O:20])[NH:6]2. Reported procedure: A suspension of 114 g. of 3-azido-4-phenylcarbostyril in 2 l. of toluene was heated to reflux until nitrogen evolution ceased (5 hours). On cooling, 7H-indolo[2,3-c]quinolin-6(5H)-one crystallized; 84.7 g. (84 percent), having a melting point of 314°-316° . Solvent: C1(=CC=CC=C1)C (toluene). The product is C1=C2C3=C(C(NC2=CC=C1)=O)NC=1C=CC=CC13 (7H-indolo[2,3-c]quinolin-6(5H)-one).